Dataset: the Open Reaction Database (ORD), a public repository of structured organic reaction records. Task: describe an organic reaction: reactants, conditions, products, and yield Starting materials: O=C([O-])[O-], COCCOC, Cl, [K+], [K+], CCOCc1nc2c(N)nc3cc(Br)cnc3c2n1CC(C)(C)O, NCc1ccc(B(O)O)cc1, O. The product is CCOCc1nc2c(N)nc3cc(-c4ccc(CN)cc4)cnc3c2n1CC(C)(C)O. Reaction SMILES: [C:37](=[O:38])([O-:39])[O-:40].[CH3:43][O:44][CH2:45][CH2:46][O:47][CH3:48].[ClH:25].[K+:41].[K+:42].[NH2:1][c:2]1[n:3][c:4]2[cH:5][c:6]([Br:24])[cH:7][n:8][c:9]2[c:10]2[c:11]1[n:12][c:13]([CH2:20][O:21][CH2:22][CH3:23])[n:14]2[CH2:15][C:16]([CH3:17])([OH:18])[CH3:19].[NH2:26][CH2:27][c:28]1[cH:29][cH:30][c:31]([B:34]([OH:35])[OH:36])[cH:32][cH:33]1.[OH2:49]>>[NH2:1][c:2]1[n:3][c:4]2[cH:5][c:6](-[c:31]3[cH:30][cH:29][c:28]([CH2:27][NH2:26])[cH:33][cH:32]3)[cH:7][n:8][c:9]2[c:10]2[c:11]1[n:12][c:13]([CH2:20][O:21][CH2:22][CH3:23])[n:14]2[CH2:15][C:16]([CH3:17])([OH:18])[CH3:19]. The product is C(C)(C)C=1OC=C(N1)CNC (2-Isopropyl-4-(((N-methyl)amino)methyl)oxazole). As a reaction SMILES: [CH3:1][NH2:2].Cl[CH2:4][C:5]1[N:6]=[C:7]([CH:10]([CH3:12])[CH3:11])[O:8][CH:9]=1>O1CCOCC1.O>[CH:10]([C:7]1[O:8][CH:9]=[C:5]([CH2:4][NH:2][CH3:1])[N:6]=1)([CH3:12])[CH3:11] |f:2.3|. Procedure details: To 40% aqueous methylamine (100 mL) was added dropwise a suspension of 4-chloromethyl-2-isopropyloxazole (4.20 g, 0.0263 mol) in p-dioxane/H2O (1:1 (v/v), 20 mL) over a 25 min period. After stirring for 45 min at ambient temperature, the volume was reduced to ca. 50 mL by rotary evaporation in vacuo, and NaCl was added. The aqueous was extracted with CHCl3 (4×100 mL), and the combined extract was dried over Na2SO4 and concentrated in vacuo. The resulting brown liquid was chromatographed on a 200... The reactants are CN (methylamine), ClCC=1N=C(OC1)C(C)C (4-chloromethyl-2-isopropyloxazole). The yield is 71.0%. Reaction conditions: time 45 minute. Run in O1CCOCC1.O (p-dioxane H2O). Starting materials: C(C)(C)(C)C=1N=C(SC1)COC1=C(C=C(C=C1)C=O)C=O (4-tert-butyl-2-(2,4-diformylphenoxymethyl)thiazole), C(C)(=O)OC(C)=O (acetic anhydride). Run in C=1(C(=CC=CC1)C)C (xylene). Conditions: temperature 130 celsius, time 27 hour. The product is C(C)(C)(C)C=1N=C(SC1)C=1OC2=C(C1)C=C(C=C2)C=O (4-tert-butyl-2-(5-formylbenzofuran-2-yl)thiazole). Yield: 1232.1%. Reaction SMILES: [C:1]([C:5]1[N:6]=[C:7]([CH2:10][O:11][C:12]2[CH:17]=[CH:16][C:15]([CH:18]=[O:19])=[CH:14][C:13]=2[CH:20]=O)[S:8][CH:9]=1)([CH3:4])([CH3:3])[CH3:2].C(OC(=O)C)(=O)C>C1(C)C(C)=CC=CC=1>[C:1]([C:5]1[N:6]=[C:7]([C:10]2[O:11][C:12]3[CH:17]=[CH:16][C:15]([CH:18]=[O:19])=[CH:14][C:13]=3[CH:20]=2)[S:8][CH:9]=1)([CH3:4])([CH3:3])[CH3:2]. Procedure: A mixture of 4-tert-butyl-2-(2,4-diformylphenoxymethyl)thiazole (0.95 g) and acetic anhydride (12.9 ml) in dried xylene (100 ml) was stirred at 130° C. for 27 hours. After being cooled, the resulting mixture was concentrated in reduced pressure to give a residue. The residue was crystallized with diisopropyl ether. The resulting crystals were collected by filtration and washed with diisopropyl ether to give 4-tert-butyl-2-(5-formylbenzofuran-2-yl)thiazole (11.01 g). Reactants: NC=1C(N(C(N(C1N)CCC)=S)CCC)=O (5,6-diamino-1,3-dipropyl-2-thiouracil), COC=1C=C(C=CC(=O)O)C=CC1OC (3,4-dimethoxycinnamic acid). Product: COC=1C=C(/C=C/C2=NC=3N(C(N(C(C3N2)=O)CCC)=S)CCC)C=CC1OC ((E)-8-(3,4-Dimethoxystyryl)-1,3-dipropyl-2-thioxanthine). Isolated yield 46.2%. RXN SMILES: [NH2:1][C:2]1[C:3](=[O:16])[N:4]([CH2:13][CH2:14][CH3:15])[C:5](=[S:12])[N:6]([CH2:9][CH2:10][CH3:11])[C:7]=1[NH2:8].[CH3:17][O:18][C:19]1[CH:20]=[C:21]([CH:27]=[CH:28][C:29]=1[O:30][CH3:31])[CH:22]=[CH:23][C:24](O)=O>>[CH3:17][O:18][C:19]1[CH:20]=[C:21]([CH:27]=[CH:28][C:29]=1[O:30][CH3:31])/[CH:22]=[CH:23]/[C:24]1[NH:1][C:2]2[C:3](=[O:16])[N:4]([CH2:13][CH2:14][CH3:15])[C:5](=[S:12])[N:6]([CH2:9][CH2:10][CH3:11])[C:7]=2[N:8]=1. Procedure: Substantially the same procedure as in Reference Example 1 was repeated using 4.00 g (16.5 mmol) of 5,6-diamino-1,3-dipropyl-2-thiouracil and 3.79 g (18.2 mmol) of 3,4-dimethoxycinnamic acid. Then, the resultant crude crystals were recrystallized from dioxane/water to give 3.16 g (yield 46%) of Compound 192 as yellow needles. Starting materials: O.O.O.O.O.O.[N+](=O)([O-])[O-].[La+3].[N+](=O)([O-])[O-].[N+](=O)([O-])[O-] (Lanthanum nitrate hexahydrate), O.O.O.O.O.O.[N+](=O)([O-])[O-].[Ce+3].[N+](=O)([O-])[O-].[N+](=O)([O-])[O-] (cerium nitrate hexahydrate). Solvent: O (water). The product is [N+](=O)([O-])[O-].[La+3].[N+](=O)([O-])[O-].[N+](=O)([O-])[O-].[N+](=O)([O-])[O-].[Ce+3].[N+](=O)([O-])[O-].[N+](=O)([O-])[O-] (lanthanum nitrate cerium nitrate). As a reaction SMILES: O.O.O.O.O.O.[N+:7]([O-:10])([O-:9])=[O:8].[La+3:11].[N+:12]([O-:15])([O-:14])=[O:13].[N+:16]([O-:19])([O-:18])=[O:17].O.O.O.O.O.O.[N+:26]([O-:29])([O-:28])=[O:27].[Ce+3:30].[N+:31]([O-:34])([O-:33])=[O:32].[N+:35]([O-:38])([O-:37])=[O:36]>O>[N+:7]([O-:10])([O-:9])=[O:8].[La+3:11].[N+:12]([O-:15])([O-:14])=[O:13].[N+:16]([O-:19])([O-:18])=[O:17].[N+:26]([O-:29])([O-:28])=[O:27].[Ce+3:30].[N+:31]([O-:34])([O-:33])=[O:32].[N+:35]([O-:38])([O-:37])=[O:36] |f:0.1.2.3.4.5.6.7.8.9,10.11.12.13.14.15.16.17.18.19,21.22.23.24.25.26.27.28|. Procedure details: Lanthanum nitrate hexahydrate 2.99 g and cerium nitrate hexahydrate 0.95 g were dissolved in 12.5 g of water to provide an aqueous solution of lanthanum nitrate-cerium nitrate mixture. Fifteen (15.0) g of silica gel (CARIACF 30® manufactured by Fuji Devison) was impregnated with the solution prepared as described above and dried at 120° C. in air, followed by a sequential calcination in air at 500° C. for 5 hours and in nitrogen at 500° C. for 5 hours. Thus lanthanum and cerium oxides as carried... The reactants are BrC=1C=C2C=3N(C(C(NC3C1)=O)=O)C(CC2)CC(=O)O (9-bromo-5-carboxymethyl-6,7-dihydro-1H, 5 H-pyrido[1,2,3-de]quinoxaline-2,3-dione), COC(=O)CC1=C(N)C=CC=C1 (o-methoxycarbonylmethylaniline). Product: BrC=1C=C2C=3N(C(C(NC3C1)=O)=O)C(CC2)CC(NC2=C(C=CC=C2)CC(=O)OC)=O (9-Bromo-5-[(o-methoxycarbonylmethylphenyl)carbamoylmethyl]-6,7-dihydro-1H, 5H-pyrido[1,2,3-de]quinoxaline-2,3-dione). The yield is 69.9%. As a reaction SMILES: [Br:1][C:2]1[CH:3]=[C:4]2[CH2:16][CH2:15][CH:14]([CH2:17][C:18](O)=[O:19])[N:6]3[C:7](=[O:13])[C:8](=[O:12])[NH:9][C:10]([CH:11]=1)=[C:5]23.[CH3:21][O:22][C:23]([CH2:25][C:26]1[CH:32]=[CH:31][CH:30]=[CH:29][C:27]=1[NH2:28])=[O:24]>>[Br:1][C:2]1[CH:3]=[C:4]2[CH2:16][CH2:15][CH:14]([CH2:17][C:18](=[O:19])[NH:28][C:27]3[CH:29]=[CH:30][CH:31]=[CH:32][C:26]=3[CH2:25][C:23]([O:22][CH3:21])=[O:24])[N:6]3[C:7](=[O:13])[C:8](=[O:12])[NH:9][C:10]([CH:11]=1)=[C:5]23. Procedure: A procedure similar to that described in Example 52 was carried out with 9-bromo-5-carboxymethyl-6,7-dihydro-1H, 5 H-pyrido[1,2,3-de]quinoxaline-2,3-dione (340 mg, 1 mmol) and o-methoxycarbonylmethylaniline (180 mg, 1 mmol) to give 340 mg of the title compound (70%): mp 206°~207° C. (dec); 1H NMR (270 MHz, DMSO-d6) δ12.06 (bs, 1H), 9.51 (s, 1H), 7.36 (bd, 1H, J=8.6 Hz), 7.26~7.29 (m, 3H), 7.16~7.19 (m, 2H), 5.16~5.25 (m, 1H), 3.70 (s, 2H), 3.59 (s, 3H), 3.07 (ddd, 1H, J=17.1, 13.5, 4.5 Hz), 2.83...